This data is from the Open Reaction Database (ORD), a public repository of structured organic reaction records. The task is: describe an organic reaction: reactants, conditions, products, and yield The reactants are COc1cccc2c1[nH]c(=O)n2CCCC(C)(C)NCC(O)c1cc(OCc2ccccc2)cc2c1OCC(=O)N2, CO, Cl, COc1cc(CCCC(C)(C)NCC(O)c2cc(O)cc3c2OCC(=O)N3)cc2[nH]c(=O)[nH]c12. Product: COc1cccc2c1[nH]c(=O)n2CCCC(C)(C)NCC(O)c1cc(O)cc2c1OCC(=O)N2. RXN SMILES: [CH2:36]([c:37]1[cH:38][cH:39][cH:40][cH:41][cH:42]1)[O:43][c:44]1[cH:45][c:46]([CH:55]([CH2:56][NH:57][C:58]([CH2:59][CH2:60][CH2:61][n:62]2[c:63](=[O:73])[nH:64][c:65]3[c:66]2[cH:67][cH:68][cH:69][c:70]3[O:71][CH3:72])([CH3:74])[CH3:75])[OH:76])[c:47]2[c:48]([cH:54]1)[NH:49][C:50](=[O:53])[CH2:51][O:52]2.[CH3:77][OH:78].[ClH:35].[OH:1][c:2]1[cH:3][c:4]([CH:5]([OH:6])[CH2:7][NH:8][C:9]([CH3:10])([CH3:11])[CH2:12][CH2:13][CH2:14][c:15]2[cH:16][c:17]([O:18][CH3:19])[c:20]3[nH:21][c:22](=[O:23])[nH:24][c:25]3[cH:26]2)[c:27]2[c:33]([cH:34]1)[NH:32][C:30](=[O:31])[CH2:29][O:28]2>>[OH:43][c:44]1[cH:45][c:46]([CH:55]([CH2:56][NH:57][C:58]([CH2:59][CH2:60][CH2:61][n:62]2[c:63](=[O:73])[nH:64][c:65]3[c:66]2[cH:67][cH:68][cH:69][c:70]3[O:71][CH3:72])([CH3:74])[CH3:75])[OH:76])[c:47]2[c:48]([cH:54]1)[NH:49][C:50](=[O:53])[CH2:51][O:52]2. The reactants are C(C)(C)(C)C=1N=C(C=2C(N1)=NN(N2)CC)N2CC(CC2)(F)F (5-tert-Butyl-7-(3,3-difluoro-pyrrolidin-1-yl)-2-ethyl-2H-[1,2,3]triazolo[4,5-d]pyrimidine), C(C)(C)(C)C=1N=C(C2=C(N1)NN=N2)N2CC(CC2)(F)F (5-tert-butyl-7-(3,3-difluoropyrrolidin-1-yl)-3H-[1,2,3]triazolo[4,5-d]pyrimidine), Br.BrCC1=NC=CC(=C1Cl)Cl (2-(bromomethyl)-3,4-dichloropyridine hydrobromide). Product: C(C)(C)(C)C=1N=C(C=2C(N1)=NN(N2)CC2=NC=CC(=C2Cl)Cl)N2CC(CC2)(F)F (5-tert-Butyl-2-(3,4-dichloro-pyridin-2-ylmethyl)-7-(3,3-difluoro-pyrrolidin-1-yl)-2H-[1,2,3]triazolo[4,5-d]pyrimidine). RXN SMILES: [C:1]([C:5]1[N:6]=[C:7]([N:16]2[CH2:20][CH2:19][C:18]([F:22])([F:21])[CH2:17]2)[C:8]2[C:9](=[N:11][N:12]([CH2:14][CH3:15])[N:13]=2)[N:10]=1)([CH3:4])([CH3:3])[CH3:2].C(C1N=C(N2CCC(F)(F)C2)C2N=NNC=2N=1)(C)(C)C.Br.BrCC1[C:51]([Cl:52])=[C:50]([Cl:53])[CH:49]=[CH:48][N:47]=1>>[C:1]([C:5]1[N:6]=[C:7]([N:16]2[CH2:20][CH2:19][C:18]([F:21])([F:22])[CH2:17]2)[C:8]2[C:9](=[N:11][N:12]([CH2:14][C:15]3[C:51]([Cl:52])=[C:50]([Cl:53])[CH:49]=[CH:48][N:47]=3)[N:13]=2)[N:10]=1)([CH3:2])([CH3:3])[CH3:4] |f:2.3|. Procedure: In analogy to the procedure described for the synthesis of 5-tert-butyl-7-(3,3-difluoro-pyrrolidin-1-yl)-2-ethyl-2H-[1,2,3]triazolo[4,5-d]pyrimidine (example 3, step b), the title compound was prepared from 5-tert-butyl-7-(3,3-difluoropyrrolidin-1-yl)-3H-[1,2,3]triazolo[4,5-d]pyrimidine and 2-(bromomethyl)-3,4-dichloropyridine hydrobromide and isolated as light yellow gum. MS (m/e): 442.3 (MH+). Starting materials: FC(C(=O)OCC)F (Ethyl difluoroacetate), Cl (HCl), C[O-].[Na+] (sodium methoxide), C(C)(=O)C1=CCCCC1 (1-acetyl-1-cyclohexene). Run in CCOCC (ether). Conditions: time 17.5 hour. Yields the product FC(C(CC(=O)C1C=CCCC1)=O)F (4,4-difluoro-1-[2-cyclohexenyl]-butane-1,3-dione). Yield: 94.3%. As a reaction SMILES: [F:1][CH:2]([F:8])[C:3]([O:5]CC)=O.C[O-].[Na+].[C:12]([C:15]1[CH2:20][CH2:19][CH2:18][CH2:17][CH:16]=1)(=[O:14])[CH3:13].Cl>CCOCC>[F:8][CH:2]([F:1])[C:3](=[O:5])[CH2:13][C:12]([CH:15]1[CH2:20][CH2:19][CH2:18][CH:17]=[CH:16]1)=[O:14] |f:1.2|. Reported procedure: Ethyl difluoroacetate (4.71 g; 38 mmol) was placed in a 100 mL round bottom flask and dissolved in ether (20 mL). To the stirred solution was added 25 weight % sodium methoxide (9.68 g, 45 mmol) followed by 1-acetyl-1-cyclohexene(4.27 g, 34 mmol). The reaction was stirred at room temperature overnight (17.5 hours), then treated with 3N HCl (20 mL). The organic layer was collected and washed with brine (20 mL), dried over MgSO4, and concentrated in vacuo to give a brown oil (6.48 g, 93%). 1H NMR ... Reactants: O (water), C(C)(C)C=1C=C(C=CC1)NC(=O)C=1C=C(C=CC1)N1CCC=2C(=CN=CC2C1)C(=O)OC (methyl 7-(3-{[(3-isopropylphenyl)amino]carbonyl}phenyl)-5,6,7,8-tetrahydro-2,7-naphthyridine-4-carboxylate), [OH-].[Na+] (NaOH), Cl (HCl). Run in O1CCOCC1 (dioxane). Reaction conditions: time 1.8 hour. The product is C(C)(C)C=1C=C(C=CC1)NC(=O)C=1C=C(C=CC1)N1CCC=2C(=CN=CC2C1)C(=O)O (7-(3-{[(3-isopropylphenyl)amino]carbonyl}phenyl)-5,6,7,8-tetrahydro-2,7-naphthyridine-4-carboxylic acid). The yield is 80.5%. As a reaction SMILES: [CH:1]([C:4]1[CH:5]=[C:6]([NH:10][C:11]([C:13]2[CH:14]=[C:15]([N:19]3[CH2:28][C:27]4[CH:26]=[N:25][CH:24]=[C:23]([C:29]([O:31]C)=[O:30])[C:22]=4[CH2:21][CH2:20]3)[CH:16]=[CH:17][CH:18]=2)=[O:12])[CH:7]=[CH:8][CH:9]=1)([CH3:3])[CH3:2].[OH-].[Na+].Cl.O>O1CCOCC1>[CH:1]([C:4]1[CH:5]=[C:6]([NH:10][C:11]([C:13]2[CH:14]=[C:15]([N:19]3[CH2:28][C:27]4[CH:26]=[N:25][CH:24]=[C:23]([C:29]([OH:31])=[O:30])[C:22]=4[CH2:21][CH2:20]3)[CH:16]=[CH:17][CH:18]=2)=[O:12])[CH:7]=[CH:8][CH:9]=1)([CH3:3])[CH3:2] |f:1.2|. Procedure: A mixture of methyl 7-(3-{[(3-isopropylphenyl)amino]carbonyl}phenyl)-5,6,7,8-tetrahydro-2,7-naphthyridine-4-carboxylate (298 mg, 0.694 mmol) and 1.0 M NaOH (3.5 mL, 3.5 mmol) in 8.0 mL dioxane was rapidly stirred at rt for 1.8 hours. The pH of the mixture was adjusted to pH 4 using 10% aqueous HCl, and then water added to form a yellow precipitant. The precipitant was filtered, washed with H2O then 30% EtOAc/hexane to give the title compound as a yellow solid (232 mg, 81%). 1H NMR (DMSO-d6 plus ... The reactants are Cc1ccccc1, O=C(Cl)Cl, Cl, [K+], NCC(O)Cc1ccccc1, [OH-], O. The product is O=C1NCC(Cc2ccccc2)O1. Reaction SMILES: [CH3:20][c:21]1[cH:22][cH:23][cH:24][cH:25][cH:26]1.[Cl:15][C:16]([Cl:17])=[O:18].[ClH:3].[K+:2].[NH2:4][CH2:5][CH:6]([CH2:7][c:8]1[cH:9][cH:10][cH:11][cH:12][cH:13]1)[OH:14].[OH-:1].[OH2:19]>>[NH:4]1[CH2:5][CH:6]([CH2:7][c:8]2[cH:9][cH:10][cH:11][cH:12][cH:13]2)[O:14][C:16]1=[O:18]. Starting materials: CN(CCO)C(c1ccc(Cl)cc1)c1ccc(Cl)cc1, CC(C)OC(=O)N=NC(=O)OC(C)C, C1CCOC1, COC(=O)CCc1ccc(O)cc1, c1ccc(P(c2ccccc2)c2ccccc2)cc1. Product: COC(=O)CCc1ccc(OCCN(C)C(c2ccc(Cl)cc2)c2ccc(Cl)cc2)cc1. Reaction SMILES: [Cl:14][c:15]1[cH:16][cH:17][c:18]([CH:21]([N:22]([CH3:23])[CH2:24][CH2:25][OH:26])[c:27]2[cH:28][cH:29][c:30]([Cl:33])[cH:31][cH:32]2)[cH:19][cH:20]1.[O:53]=[C:54]([O:55][CH:56]([CH3:57])[CH3:58])[N:59]=[N:60][C:61]([O:62][CH:63]([CH3:64])[CH3:65])=[O:66].[O:67]1[CH2:68][CH2:69][CH2:70][CH2:71]1.[OH:1][c:2]1[cH:3][cH:4][c:5]([CH2:8][CH2:9][C:10](=[O:11])[O:12][CH3:13])[cH:6][cH:7]1.[c:34]1([P:35]([c:36]2[cH:37][cH:38][cH:39][cH:40][cH:41]2)[c:42]2[cH:43][cH:44][cH:45][cH:46][cH:47]2)[cH:48][cH:49][cH:50][cH:51][cH:52]1>>[O:1]([c:2]1[cH:3][cH:4][c:5]([CH2:8][CH2:9][C:10](=[O:11])[O:12][CH3:13])[cH:6][cH:7]1)[CH2:25][CH2:24][N:22]([CH:21]([c:18]1[cH:17][cH:16][c:15]([Cl:14])[cH:20][cH:19]1)[c:27]1[cH:28][cH:29][c:30]([Cl:33])[cH:31][cH:32]1)[CH3:23].